Dataset: the Open Reaction Database (ORD), a public repository of structured organic reaction records. Task: describe an organic reaction: reactants, conditions, products, and yield Reactants: BrC=1C=C(C=NC1)C(C)=O (1-(5-bromo-pyridin-3-yl)-ethanone), B1(OC(C(O1)(C)C)(C)C)B2OC(C(O2)(C)C)(C)C (bis(pinacolato)diboron), C(C)(=O)[O-].[K+] (potassium acetate), C(C)(C)(C)OC(=O)N1CCCC2=CC(=CN=C12)Br (6-bromo-3,4-dihydro-2H-[1,8]naphthyridine-1-carboxylic acid tert-butyl ester), C([O-])([O-])=O.[Na+].[Na+] (sodium carbonate). Reagents/catalysts: C1=CC=C(C=C1)P([C-]2C=CC=C2)C3=CC=CC=C3.C1=CC=C(C=C1)P([C-]2C=CC=C2)C3=CC=CC=C3.Cl[Pd]Cl.[Fe+2] (1,1′-bis(diphenylphosphino)ferrocenedichloropalladium). Run in O1CCOCC1 (1,4-dioxane). Run at temperature 70 celsius. The product is C(C)(C)(C)OC(=O)N1CCCC2=CC(=CN=C12)C=1C=NC=C(C1)C(C)=O (6-(5-acetyl-pyridin-3-yl)-3,4-dihydro-2H-[1,8]naphthyridine-1-carboxylic acid tert-butyl ester). Yield: 79.3%. RXN SMILES: Br[C:2]1[CH:3]=[C:4]([C:8](=[O:10])[CH3:9])[CH:5]=[N:6][CH:7]=1.B1(B2OC(C)(C)C(C)(C)O2)OC(C)(C)C(C)(C)O1.C([O-])(=O)C.[K+].[C:34]([O:38][C:39]([N:41]1[C:50]2[C:45](=[CH:46][C:47](Br)=[CH:48][N:49]=2)[CH2:44][CH2:43][CH2:42]1)=[O:40])([CH3:37])([CH3:36])[CH3:35].C(=O)([O-])[O-].[Na+].[Na+]>O1CCOCC1.C1C=CC(P(C2C=CC=CC=2)[C-]2C=CC=C2)=CC=1.C1C=CC(P(C2C=CC=CC=2)[C-]2C=CC=C2)=CC=1.Cl[Pd]Cl.[Fe+2]>[C:34]([O:38][C:39]([N:41]1[C:50]2[C:45](=[CH:46][C:47]([C:2]3[CH:7]=[N:6][CH:5]=[C:4]([C:8](=[O:10])[CH3:9])[CH:3]=3)=[CH:48][N:49]=2)[CH2:44][CH2:43][CH2:42]1)=[O:40])([CH3:37])([CH3:35])[CH3:36] |f:2.3,5.6.7,9.10.11.12|. Procedure: A vial containing 1-(5-bromo-pyridin-3-yl)-ethanone (1.59 g, 8.0 mmol), bis(pinacolato)diboron (2.53 g, 9.9 mmol), 1,1′-bis(diphenylphosphino)ferrocenedichloropalladium(II) DCM complex (486 mg, 0.66 mmol) and potassium acetate (1.96 g, 19.9 mmol) in 1,4-dioxane (100 mL) is flushed with Ar, sealed tightly and heated to 70° C. for 16 h. The reaction mixture is cooled to room temperature and 6-bromo-3,4-dihydro-2H-[1,8]naphthyridine-1-carboxylic acid tert-butyl ester (2.08 g, 6.6 mmol), aqueous sod... The reactants are solution, Cl (hydrogen chloride), COC1=C(C(=NC=C1C)CSC1=NC2=C(N1)C=C1C(C(C(C1=C2)(C)C)=O)(C)C)C (5,7-dihydro-2-[[(4-methoxy-3,5-dimethyl-2-pyridyl)methyl]thio]-5,5,7,7-tetram ethylindeno[5,6-d]imidazol-6(lH)-one). Solvent: CO (methanol), CO (methanol). The product is Cl.Cl.COC1=C(C(=NC=C1C)CSC1=NC2=C(N1)C=C1C(C(C(C1=C2)(C)C)=O)(C)C)C (5,7-dihydro-2-[[(4-methoxy-3,5-dimethyl-2-pyridyl)methyl]thio]-5,5,7 ,7-tetramethylindeno[5,6-d]imidazol-6(lH)-one dihydrochloride). RXN SMILES: [CH3:1][O:2][C:3]1[C:8]([CH3:9])=[CH:7][N:6]=[C:5]([CH2:10][S:11][C:12]2[NH:16][C:15]3[CH:17]=[C:18]4[C:22](=[CH:23][C:14]=3[N:13]=2)[C:21]([CH3:25])([CH3:24])[C:20](=[O:26])[C:19]4([CH3:28])[CH3:27])[C:4]=1[CH3:29].[ClH:30]>CO>[ClH:30].[ClH:30].[CH3:1][O:2][C:3]1[C:8]([CH3:9])=[CH:7][N:6]=[C:5]([CH2:10][S:11][C:12]2[NH:13][C:14]3[CH:23]=[C:22]4[C:18](=[CH:17][C:15]=3[N:16]=2)[C:19]([CH3:27])([CH3:28])[C:20](=[O:26])[C:21]4([CH3:25])[CH3:24])[C:4]=1[CH3:29] |f:3.4.5|. Procedure: 2.6 g of 5,7-dihydro-2-[[(4-methoxy-3,5-dimethyl-2-pyridyl)methyl]thio]-5,5,7,7-tetram ethylindeno[5,6-d]imidazol-6(lH)-one were dissolved in 50 ml of hot methanol and the solution was boiled under reflux for 10 minutes with 50 ml of a 4N solution of hydrogen chloride in methanol. After concentration in vacuo the residue was crystallized from ether and there was obtained 5,7-dihydro-2-[[(4-methoxy-3,5-dimethyl-2-pyridyl)methyl]thio]-5,5,7 ,7-tetramethylindeno[5,6-d]imidazol-6(lH)-one dihydrochlo... Reactants: C12(C(=O)CC(CC1)C2(C)C)CS(=O)(=O)O (10-Camphorsulfonic acid), C(C)N1CCCOC2=C1C=CC(=C2)N (9-Ethyl-6,7,8,9-tetrahydro-5-oxa-9-aza-benzocyclohepten-3-ylamine), ClC1=NC=C(C(=N1)NC1=C(C(=O)NC)C=CC=C1F)Cl (2-(2,5-Dichloro-pyrimidin-4-ylamino)-3-fluoro-N-methyl-benzamide). Run in C(C)(C)O (Isopropyl alcohol). Product: ClC=1C(=NC(=NC1)NC1=CC2=C(N(CCCO2)CC)C=C1)NC1=C(C(=O)NC)C=CC=C1F (2-[5-Chloro-2-(9-ethyl-6,7,8,9-tetrahydro-5-oxa-9-aza-benzocyclohepten-3-ylamino)-pyrimidin-4-ylamino]-3-fluoro-N-methyl-benzamide). The yield is 42.5%. As a reaction SMILES: C12(CS(O)(=O)=O)C(C)(C)C(CC1)CC2=O.[CH2:16]([N:18]1[C:24]2[CH:25]=[CH:26][C:27]([NH2:29])=[CH:28][C:23]=2[O:22][CH2:21][CH2:20][CH2:19]1)[CH3:17].Cl[C:31]1[N:36]=[C:35]([NH:37][C:38]2[C:47]([F:48])=[CH:46][CH:45]=[CH:44][C:39]=2[C:40]([NH:42][CH3:43])=[O:41])[C:34]([Cl:49])=[CH:33][N:32]=1>C(O)(C)C>[Cl:49][C:34]1[C:35]([NH:37][C:38]2[C:47]([F:48])=[CH:46][CH:45]=[CH:44][C:39]=2[C:40]([NH:42][CH3:43])=[O:41])=[N:36][C:31]([NH:29][C:27]2[CH:26]=[CH:25][C:24]3[N:18]([CH2:16][CH3:17])[CH2:19][CH2:20][CH2:21][O:22][C:23]=3[CH:28]=2)=[N:32][CH:33]=1. Procedure details: 10-Camphorsulfonic acid (91 mg, 0.39 mmol) was added to 9-Ethyl-6,7,8,9-tetrahydro-5-oxa-9-aza-benzocyclohepten-3-ylamine (65 mg, 0.34 mmol) and 2-(2,5-Dichloro-pyrimidin-4-ylamino)-3-fluoro-N-methyl-benzamide (110 mg, 0.34 mmol) in Isopropyl alcohol (3 mL). The mixture was irradiated in a CEM microwave (130° C., 40 min) Complete conversion was achieved. The reaction was diluted with 5 mL satd. sodium bicarbonate and the ppt collected. The ppt was purified by ISCO (12 g SiO2, 0-100% EtOAc:Hex) t... The reactants are O=Cc1cncc(Br)c1, CC(C)(C)S(N)=O, Cc1ccccc1, CC(C)[O-], CC(C)[O-], CC(C)[O-], CC(C)[O-], [Ti+4]. The product is CC(C)(C)S(=O)N=Cc1cncc(Br)c1. As a reaction SMILES: [Br:1][c:2]1[cH:3][c:4]([CH:8]=[O:9])[cH:5][n:6][cH:7]1.[CH3:10][C:11]([CH3:12])([CH3:13])[S:14](=[O:15])[NH2:16].[CH3:17][c:18]1[cH:19][cH:20][cH:21][cH:22][cH:23]1.[CH3:24][CH:25]([CH3:26])[O-:27].[CH3:29][CH:30]([CH3:31])[O-:32].[CH3:33][CH:34]([CH3:35])[O-:36].[CH3:37][CH:38]([CH3:39])[O-:40].[Ti+4:28]>>[Br:1][c:2]1[cH:3][c:4]([CH:8]=[N:16][S:14]([C:11]([CH3:10])([CH3:12])[CH3:13])=[O:15])[cH:5][n:6][cH:7]1. Reactants: C(C=C)OC1=C(C(=CC=C1)Cl)C1=C(C=CC=C1)C (2-allyloxy-6-chloro-2′-methylbiphenyl), C1(=CC(=CC(=C1)C)C)C (mesitylene). Product: C(C=C)C1=C(C(=C(C=C1)Cl)C1=C(C=CC=C1)C)O (3-allyl-6-chloro-2′-methylbiphenyl-2-ol). The yield is 75.0%. As a reaction SMILES: C([O:4][C:5]1[CH:10]=[CH:9][CH:8]=[C:7]([Cl:11])[C:6]=1[C:12]1[CH:17]=[CH:16][CH:15]=[CH:14][C:13]=1[CH3:18])C=C.[C:19]1(C)[CH:24]=C(C)C=C(C)[CH:20]=1>>[CH2:24]([C:10]1[CH:9]=[CH:8][C:7]([Cl:11])=[C:6]([C:12]2[CH:17]=[CH:16][CH:15]=[CH:14][C:13]=2[CH3:18])[C:5]=1[OH:4])[CH:19]=[CH2:20]. Procedure details: A solution of 2-allyloxy-6-chloro-2′-methylbiphenyl (4.0 g, 15.4 mmol) in mesitylene (100 mL) was refluxed for 24 h. The solvent was removed under reduced pressure. Purification by ISCO using a solvent gradient of 0 to 20% ethyl acetate in hexanes provided 3.0 g (75%) of 3-allyl-6-chloro-2′-methylbiphenyl-2-ol as a light yellow oil.